From a dataset of the Open Reaction Database (ORD), a public repository of structured organic reaction records. describe an organic reaction: reactants, conditions, products, and yield Starting materials: OC1(CC(CCC1)C(F)(F)F)CNC(=O)C=1C=2C=CC(=NC2C=CC1Cl)Cl (2,6-dichloro-quinoline-5-carboxylic acid (1-hydroxy-3-trifluoromethyl-cyclohexylmethyl)-amide), CCN(C(C)C)C(C)C (DIPEA), F[C@H]1CNCC1 ((R)-3-fluoro-pyrrolidine). Product: OC1(CC(CCC1)C(F)(F)F)CNC(=O)C=1C=2C=CC(=NC2C=CC1Cl)N1C[C@@H](CC1)F (6-Chloro-2-((R)-3-fluoro-pyrrolidin-1-yl)-quinoline-5-carboxylic acid (1-hydroxy-3-trifluoromethyl-cyclohexylmethyl)-amide). Reaction SMILES: [OH:1][C:2]1([CH2:12][NH:13][C:14]([C:16]2[C:17]3[CH:18]=[CH:19][C:20](Cl)=[N:21][C:22]=3[CH:23]=[CH:24][C:25]=2[Cl:26])=[O:15])[CH2:7][CH2:6][CH2:5][CH:4]([C:8]([F:11])([F:10])[F:9])[CH2:3]1.CCN(C(C)C)C(C)C.[F:37][C@@H:38]1[CH2:42][CH2:41][NH:40][CH2:39]1>>[OH:1][C:2]1([CH2:12][NH:13][C:14]([C:16]2[C:17]3[CH:18]=[CH:19][C:20]([N:40]4[CH2:41][CH2:42][C@@H:38]([F:37])[CH2:39]4)=[N:21][C:22]=3[CH:23]=[CH:24][C:25]=2[Cl:26])=[O:15])[CH2:7][CH2:6][CH2:5][CH:4]([C:8]([F:11])([F:10])[F:9])[CH2:3]1. Procedure: The title compound was synthesized according to the procedure described in example 1 using 2,6-dichloro-quinoline-5-carboxylic acid (1-hydroxy-3-trifluoromethyl-cyclohexylmethyl)-amide, DIPEA and (R)-3-fluoro-pyrrolidine. 1H NMR (400 MHz, DMSO-d6) δ ppm 8.75 (1H), 7.85 (m, 1H), 7.58 (2H), 7.05 (1H), 5.43-5.56 (d, 1H), 4.72 (s, 1H), 3.80-3.58 (m, 3H), 3.26 (m, 2H), 2.59 (m, 1H), 2.22 (m, 1H), 2.08 (1H), 1.85-1.72 (m, 2H), 1.50 (m, 1H), 1.33-1.20 (m, 3H). m/z: 474 [M+H] Reactants: COC(=O)Cl, CCN(C(C)C)C(C)C, C[Si](C)(C)CCOCn1ccc2nc(-c3cccnc3NC3CCNC3)cnc21. The product is COC(=O)N1CCC(Nc2ncccc2-c2cnc3c(ccn3COCC[Si](C)(C)C)n2)C1. As a reaction SMILES: [CH3:30][O:31][C:32](=[O:33])[Cl:34].[CH:35]([N:36]([CH2:37][CH3:38])[CH:39]([CH3:40])[CH3:41])([CH3:42])[CH3:43].[NH:1]1[CH2:2][CH:3]([NH:6][c:7]2[n:8][cH:9][cH:10][cH:11][c:12]2-[c:13]2[n:14][c:15]3[c:16]([n:17][cH:18]2)[n:19]([CH2:22][O:23][CH2:24][CH2:25][Si:26]([CH3:27])([CH3:28])[CH3:29])[cH:20][cH:21]3)[CH2:4][CH2:5]1>>[N:1]1([C:32]([O:31][CH3:30])=[O:33])[CH2:2][CH:3]([NH:6][c:7]2[n:8][cH:9][cH:10][cH:11][c:12]2-[c:13]2[n:14][c:15]3[c:16]([n:17][cH:18]2)[n:19]([CH2:22][O:23][CH2:24][CH2:25][Si:26]([CH3:27])([CH3:28])[CH3:29])[cH:20][cH:21]3)[CH2:4][CH2:5]1. Starting materials: CN1CCN(c2ccc(C(=O)O)cn2)CC1, CC(C)NC(C)C, NCc1ccccc1, CN(C)C=O, O. The product is CN1CCN(c2ccc(C(=O)NCc3ccccc3)cn2)CC1. As a reaction SMILES: [CH3:1][N:2]1[CH2:3][CH2:4][N:5]([c:8]2[n:9][cH:10][c:11]([C:12](=[O:13])[OH:14])[cH:15][cH:16]2)[CH2:6][CH2:7]1.[CH:17]([NH:18][CH:19]([CH3:20])[CH3:21])([CH3:22])[CH3:23].[NH2:24][CH2:25][c:26]1[cH:27][cH:28][cH:29][cH:30][cH:31]1.[O:32]=[CH:33][N:34]([CH3:35])[CH3:36].[OH2:37]>>[CH3:1][N:2]1[CH2:3][CH2:4][N:5]([c:8]2[n:9][cH:10][c:11]([C:12](=[O:14])[NH:24][CH2:25][c:26]3[cH:27][cH:28][cH:29][cH:30][cH:31]3)[cH:15][cH:16]2)[CH2:6][CH2:7]1. Starting materials: OC=1C=C(C(=O)O)C=CC1OC (3-hydroxy-4-methoxybenzoic acid), CO (methanol). Conditions: time 8 hour. The product is OC=1C=C(C(=O)OC)C=CC1OC (Methyl 3-hydroxy-4-methoxybenzoate). Reaction SMILES: [OH:1][C:2]1[CH:3]=[C:4]([CH:8]=[CH:9][C:10]=1[O:11][CH3:12])[C:5]([OH:7])=[O:6].[CH3:13]O>>[OH:1][C:2]1[CH:3]=[C:4]([CH:8]=[CH:9][C:10]=1[O:11][CH3:12])[C:5]([O:7][CH3:13])=[O:6]. Procedure: A mixture of 3-hydroxy-4-methoxybenzoic acid (Aldrich, 10 g, 59.5 mmol), methanol (250 ml) and concentrated sulfic acid (1 ml) was stirred overnight and the product was poured into a mixture of sodium bicarbonate and ice. The aqueous mixture was then extracted three times with ethyl acetate. The resulting organic layers were combined, washed with water and brine, and dried over anhydrous magnesium sulfate. Rotary evaporation of the solution gave 9.5 g of the desired product as a colorless oil. N... The reactants are CCCCCCCCBr, CCCCCCCc1cn2cc(-c3ccc(O)cc3)nc2s1, CCO, [K+], [OH-], O. Yields the product CCCCCCCCOc1ccc(-c2cn3cc(CCCCCCC)sc3n2)cc1. RXN SMILES: [Br:25][CH2:26][CH2:27][CH2:28][CH2:29][CH2:30][CH2:31][CH2:32][CH3:33].[CH2:1]([CH2:2][CH2:3][CH2:4][CH2:5][CH2:6][CH3:7])[c:8]1[cH:9][n:10]2[c:11]([s:12]1)[n:13][c:14](-[c:16]1[cH:17][cH:18][c:19]([OH:22])[cH:20][cH:21]1)[cH:15]2.[CH2:35]([OH:36])[CH3:37].[K+:24].[OH-:23].[OH2:34]>>[CH2:1]([CH2:2][CH2:3][CH2:4][CH2:5][CH2:6][CH3:7])[c:8]1[cH:9][n:10]2[c:11]([s:12]1)[n:13][c:14](-[c:16]1[cH:17][cH:18][c:19]([O:22][CH2:26][CH2:27][CH2:28][CH2:29][CH2:30][CH2:31][CH2:32][CH3:33])[cH:20][cH:21]1)[cH:15]2. Yields the product CC1=CC=2C3=C(N(C2C=C1)C=1C=C2C=CC(=NC2=CC1)C)C1CCN(C3)CC1 (9-methyl-6-(2-methylquinolin-6-yl)-3,4,5,6-tetrahydro-1H-2,5-ethanoazepino[4,3-b]indole). The reactants are CC1=CC=2C3=C(NC2C=C1)C1CCN(C3)CC1 (9-methyl-3,4,5,6-tetrahydro-1H-2,5-ethanoazepino[4,3-b]indole), BrC=1C=C2C=CC(=NC2=CC1)C (6-bromo-2-methylquinoline). Reaction SMILES: [CH3:1][C:2]1[CH:10]=[CH:9][C:8]2[NH:7][C:6]3[CH:11]4[CH2:17][CH2:16][N:14]([CH2:15][C:5]=3[C:4]=2[CH:3]=1)[CH2:13][CH2:12]4.Br[C:19]1[CH:20]=[C:21]2[C:26](=[CH:27][CH:28]=1)[N:25]=[C:24]([CH3:29])[CH:23]=[CH:22]2>>[CH3:1][C:2]1[CH:10]=[CH:9][C:8]2[N:7]([C:19]3[CH:20]=[C:21]4[C:26](=[CH:27][CH:28]=3)[N:25]=[C:24]([CH3:29])[CH:23]=[CH:22]4)[C:6]3[CH:11]4[CH2:12][CH2:13][N:14]([CH2:15][C:5]=3[C:4]=2[CH:3]=1)[CH2:16][CH2:17]4. Procedure: The reaction of 9-methyl-3,4,5,6-tetrahydro-1H-2,5-ethanoazepino[4,3-b]indole (136 mg, 0.6 mmol; Example 2B) and 6-bromo-2-methylquinoline (200 mg, 0.9 mmol; Oakwood) was performed as described in Example 68 to afford the title compound: 1H NMR (300 MHz, methanol-d4) δ ppm 1.94-2.19 (m, 4H) 2.41 (s, 3H) 2.77 (s, 3H) 2.91-2.98 (m, 1H) 3.08-3.29 (m, 4H) 4.32 (s, 2H) 6.89-6.94 (m, 1H) 6.96-7.01 (m, 1H) 7.21 (s, 1H) 7.52 (d, J=8 Hz, 1H) 7.66 (dd, J=9, 2 Hz, 1H) 7.87 (d, J=2 Hz, 1H) 8.12 (d, J=9 Hz, ...